From a dataset of the Open Reaction Database (ORD), a public repository of structured organic reaction records. describe an organic reaction: reactants, conditions, products, and yield Reactants: COC(=O)c1cc([N+](=O)[O-])c(N)c(F)c1F, CCOC(C)=O, Nc1ccccc1Cl. Yields the product COC(=O)c1cc([N+](=O)[O-])c(N)c(F)c1Nc1ccccc1Cl. Reaction SMILES: [CH3:1][O:2][C:3]([c:4]1[c:5]([F:15])[c:6]([F:14])[c:7]([NH2:13])[c:8]([N+:10](=[O:11])[O-:12])[cH:9]1)=[O:16].[CH3:25][CH2:26][O:27][C:28](=[O:29])[CH3:30].[Cl:17][c:18]1[c:19]([NH2:20])[cH:21][cH:22][cH:23][cH:24]1>>[CH3:1][O:2][C:3]([c:4]1[c:5]([NH:20][c:19]2[c:18]([Cl:17])[cH:24][cH:23][cH:22][cH:21]2)[c:6]([F:14])[c:7]([NH2:13])[c:8]([N+:10](=[O:11])[O-:12])[cH:9]1)=[O:16]. The reactants are ClC1=CC=C(C(=O)C=2C=CC(=NC2)N2C=NC=C2)C=C1 (5-(4-chlorobenzoyl)-2-(1-imidazolyl)pyridine), [BH4-].[Na+] (sodium borohydride). The solvent is C(C)O (ethanol), O (water). Yields the product ClC1=CC=C(C=C1)C(O)C=1C=CC(=NC1)N1C=NC=C1 (α-(4-chlorophenyl)-2-(1-imidazolyl)-5-pyridinemethanol). Yield: 92.2%. As a reaction SMILES: [Cl:1][C:2]1[CH:20]=[CH:19][C:5]([C:6]([C:8]2[CH:9]=[CH:10][C:11]([N:14]3[CH:18]=[CH:17][N:16]=[CH:15]3)=[N:12][CH:13]=2)=[O:7])=[CH:4][CH:3]=1.[BH4-].[Na+]>C(O)C.O>[Cl:1][C:2]1[CH:20]=[CH:19][C:5]([CH:6]([C:8]2[CH:9]=[CH:10][C:11]([N:14]3[CH:18]=[CH:17][N:16]=[CH:15]3)=[N:12][CH:13]=2)[OH:7])=[CH:4][CH:3]=1 |f:1.2|. Procedure details: To a solution of 7 g of 5-(4-chlorobenzoyl)-2-(1-imidazolyl)pyridine in 60 ml of ethanol plus 10 ml of water is added 1 g of sodium borohydride. After the mixture is stirred at room temperature for an hour, the solvent is distilled off. To the residue is added water and the mixture is extracted with chloroform. After the chloroform is distilled off, the residue is recrystallized from a mixture of toluene and ethanol to give 6.5 g of α-(4-chlorophenyl)-2-(1-imidazolyl)-5-pyridinemethanol as white... Reactants: S1N=NC2=C1C(=CC=C2)C(=O)O (benzo-1,2,3-thiadiazole-7-carboxylic acid), CN(C=O)C (dimethylformamide), S(=O)(Cl)Cl (thionyl chloride). The solvent is C1(=CC=CC=C1)C (toluene). Run at temperature 85 celsius. Yields the product S1N=NC2=C1C(=CC=C2)C(=O)Cl (Benzo-1,2,3-thiadiazole-7-carbonyl chloride). As a reaction SMILES: [S:1]1[C:5]2[C:6]([C:10]([OH:12])=O)=[CH:7][CH:8]=[CH:9][C:4]=2[N:3]=[N:2]1.CN(C)C=O.S(Cl)([Cl:20])=O>C1(C)C=CC=CC=1>[S:1]1[C:5]2[C:6]([C:10]([Cl:20])=[O:12])=[CH:7][CH:8]=[CH:9][C:4]=2[N:3]=[N:2]1. Procedure: 290 g of benzo-1,2,3-thiadiazole-7-carboxylic acid are suspended in 1.6 l of toluene, 3.5 ml of dimethylformamide and 129 ml of thionyl chloride are added and the mixture is stirred at 80-90° C., the suspension turning into a solution as the release of gas progresses. When the reaction has ended, the solution is cooled and filtered over a little Hyflo, the residue is rinsed with toluene and the filtrate is evaporated. 297 g (93%) of crude acid chloride, which can be further reacted directly, res... Reactants: C(C1=CC=CC=C1)(=O)C1=C(C=C(C(=O)O)C=C1[N+](=O)[O-])O (4-benzoyl-3-hydroxy5-nitrobenzoic acid), ClC1=CC=C(C(=O)C2=C(C=C(C(=O)O)C=C2[N+](=O)[O-])O)C=C1 (4-(4'-chlorobenzoyl)-3-hydroxy-5-nitrobenzoic acid). Product: ClC1=CC=C(C(=O)C2=C(C=C(C(=O)OCC)C=C2[N+](=O)[O-])O)C=C1 (ethyl 4-(4'-chlorobenzoyl)-3-hydroxy-5-nitrobenzoate). RXN SMILES: [C:1](C1C([N+]([O-])=O)=CC(C(O)=O)=CC=1O)(=O)[C:2]1C=CC=CC=1.[Cl:22][C:23]1[CH:43]=[CH:42][C:26]([C:27]([C:29]2[C:37]([N+:38]([O-:40])=[O:39])=[CH:36][C:32]([C:33]([OH:35])=[O:34])=[CH:31][C:30]=2[OH:41])=[O:28])=[CH:25][CH:24]=1>>[Cl:22][C:23]1[CH:43]=[CH:42][C:26]([C:27]([C:29]2[C:37]([N+:38]([O-:40])=[O:39])=[CH:36][C:32]([C:33]([O:35][CH2:1][CH3:2])=[O:34])=[CH:31][C:30]=2[OH:41])=[O:28])=[CH:25][CH:24]=1. Reported procedure: By replacing in Example 6, step A, 4-benzoyl-3-hydroxy5-nitrobenzoic acid with 4-(4'-chlorobenzoyl)-3-hydroxy-5-nitrobenzoic acid and following the procedure described, ethyl 4-(4'-chlorobenzoyl)-3-hydroxy-5-nitrobenzoate is obtained with a melting point of 188°-191.5° C. Reactants: 79Br 81Br, C(CCC)OC(=O)C1=C(C2=C(C(=N1)O)C=C(S2)SC2=CC=CC=C2)O (4,7-dihydroxy-2-phenylsulfanyl-thieno[3,2-c]pyridine-6-carboxylic acid n-butyl ester), C(CCC)OC(=O)C=1C(=C2C(=C(N1)O)SC(=C2)SC2=CC=CC=C2)O (4,7 dihydroxy-2-phenylsulfanyl-thieno[2,3-c]pyridine-5-carboxylic acid n-butyl ester), 5.a. The product is OC=1C2=C(C=NC1C(=O)NCC(=O)O)C=C(S2)SC2=CC=CC=C2 ([(7-Hydroxy-2-phenylsulfanyl-thieno[3,2-c]pyridine-6-carbonyl)-amino]-acetic acid). Reaction SMILES: C(O[C:6]([C:8]1[N:13]=[C:12](O)[C:11]2[CH:15]=[C:16]([S:18][C:19]3[CH:24]=[CH:23][CH:22]=[CH:21][CH:20]=3)[S:17][C:10]=2[C:9]=1[OH:25])=[O:7])CCC.C([O:30][C:31]([C:33]1C(O)=C2C=C(SC3C=CC=CC=3)SC2=C(O)[N:38]=1)=[O:32])CCC>>[OH:25][C:9]1[C:10]2[S:17][C:16]([S:18][C:19]3[CH:20]=[CH:21][CH:22]=[CH:23][CH:24]=3)=[CH:15][C:11]=2[CH:12]=[N:13][C:8]=1[C:6]([NH:38][CH2:33][C:31]([OH:32])=[O:30])=[O:7]. Procedure details: The title compound was prepared from a mixture of 4,7-dihydroxy-2-phenylsulfanyl-thieno[3,2-c]pyridine-6-carboxylic acid n-butyl ester and 4,7 dihydroxy-2-phenylsulfanyl-thieno[2,3-c]pyridine-5-carboxylic acid n-butyl ester, example 17.a, under conditions analogous to experimental conditions 5.a. The products were obtained as a mixture of the two isomers; MS: (+) m/z 437.91, 439.91 (M+1, 79Br/81Br). Starting materials: BrC1=CC=C(S1)C(=O)O (5-bromo-thiophene-2-carboxylic acid), FC1=CC=C(C=C1)CCNC ([2-(4-fluorophenyl)-ethyl]-methyl-amine). The product is FC1=CC=C(C=C1)CCN(C(=O)C=1SC(=CC1)Br)C (5-Bromo-thiophene-2-carboxylic acid [2-(4-fluorophenyl)-ethyl]-methyl-amide). RXN SMILES: [Br:1][C:2]1[S:6][C:5]([C:7]([OH:9])=O)=[CH:4][CH:3]=1.[F:10][C:11]1[CH:16]=[CH:15][C:14]([CH2:17][CH2:18][NH:19][CH3:20])=[CH:13][CH:12]=1>>[F:10][C:11]1[CH:12]=[CH:13][C:14]([CH2:17][CH2:18][N:19]([CH3:20])[C:7]([C:5]2[S:6][C:2]([Br:1])=[CH:3][CH:4]=2)=[O:9])=[CH:15][CH:16]=1. Procedure details: From 5-bromo-thiophene-2-carboxylic acid (1.0 g) and [2-(4-fluorophenyl)-ethyl]-methyl-amine (the compound of Preparation Example 14) (740 mg), a colorless solid (1.39 g) was obtained, in the same way as Preparation Example 118-b).